Dataset: the Open Reaction Database (ORD), a public repository of structured organic reaction records. Task: describe an organic reaction: reactants, conditions, products, and yield The product is O=C(O)C1CCCCN1c1nc2ccccc2o1. RXN SMILES: [CH3:22][OH:23].[Li+:1].[OH-:2].[o:3]1[c:4]([N:12]2[CH:13]([C:18](=[O:19])[O:20][CH3:21])[CH2:14][CH2:15][CH2:16][CH2:17]2)[n:5][c:6]2[c:7]1[cH:8][cH:9][cH:10][cH:11]2>>[o:3]1[c:4]([N:12]2[CH:13]([C:18](=[O:19])[OH:20])[CH2:14][CH2:15][CH2:16][CH2:17]2)[n:5][c:6]2[c:7]1[cH:8][cH:9][cH:10][cH:11]2. The reactants are CO, [Li+], [OH-], COC(=O)C1CCCCN1c1nc2ccccc2o1. The reactants are CN(C)C(=O)C(O)C(Cc1ccccc1)NC(=O)OC(C)(C)C, CI, CCOC(C)=O, [Cl-], [H-], [NH4+], [Na+], C1CCOC1. Product: COC(C(=O)N(C)C)C(Cc1ccccc1)NC(=O)OC(C)(C)C. As a reaction SMILES: [C:1]([CH3:2])([CH3:3])([CH3:4])[O:5][C:6]([NH:7][CH:8]([CH:9]([OH:10])[C:11]([N:12]([CH3:13])[CH3:14])=[O:15])[CH2:16][c:17]1[cH:18][cH:19][cH:20][cH:21][cH:22]1)=[O:23].[CH3:24][I:25].[CH3:35][CH2:36][O:37][C:38](=[O:39])[CH3:40].[Cl-:28].[H-:27].[NH4+:29].[Na+:26].[O:30]1[CH2:31][CH2:32][CH2:33][CH2:34]1>>[C:1]([CH3:2])([CH3:3])([CH3:4])[O:5][C:6]([NH:7][CH:8]([CH:9]([O:10][CH3:24])[C:11]([N:12]([CH3:13])[CH3:14])=[O:15])[CH2:16][c:17]1[cH:18][cH:19][cH:20][cH:21][cH:22]1)=[O:23]. Starting materials: ClC=1C(=NC=C(C1)C(F)(F)F)C1=CC(=C(C=C1)Cl)S (3-chloro-2-(4-chloro-3-mercaptophenyl)-5-trifluoromethylpyridine), C([O-])([O-])=O.[K+].[K+] (potassium carbonate), CN(C=O)C (dimethylformamide), C(C#C)Br (propargyl bromide). The solvent is O (water). Conditions: time 16 hour. The product is ClC=1C(=NC=C(C1)C(F)(F)F)C1=CC(=C(C=C1)Cl)SCC#C (3-Chloro-2-[4-chloro-3-(2-propynylthio)phenyl]-5-trifluoromethylpyridine). RXN SMILES: [Cl:1][C:2]1[C:3]([C:12]2[CH:17]=[CH:16][C:15]([Cl:18])=[C:14]([SH:19])[CH:13]=2)=[N:4][CH:5]=[C:6]([C:8]([F:11])([F:10])[F:9])[CH:7]=1.C(=O)([O-])[O-].[K+].[K+].CN(C)C=O.[CH2:31](Br)[C:32]#[CH:33]>O>[Cl:1][C:2]1[C:3]([C:12]2[CH:17]=[CH:16][C:15]([Cl:18])=[C:14]([S:19][CH2:33][C:32]#[CH:31])[CH:13]=2)=[N:4][CH:5]=[C:6]([C:8]([F:10])([F:11])[F:9])[CH:7]=1 |f:1.2.3|. Reported procedure: 2.0 g of 3-chloro-2-(4-chloro-3-mercaptophenyl)-5-trifluoromethylpyridine (prepared as in Example 33) and 2.1 g of potassium carbonate were introduced into 50 ml of anhydrous dimethylformamide amide at 23° C. After a dropwise addition of 0.73 g of propargyl bromide, the mixture was stirred for 16 h and then poured into 300 ml of water. After 30 minutes, the crystals which had formed were removed, washed with water and dried.